Dataset: the Open Reaction Database (ORD), a public repository of structured organic reaction records. Task: describe an organic reaction: reactants, conditions, products, and yield Reactants: CC=1C(C(CCC1)(C)C)C(CC(C)=O)=O (2,6,6-trimethyl-1-[1,3-dioxo-but-1-yl]-cyclohex-2-ene), CC1=C(C(CCC1)(C)C)C(CC(C)=O)=O (2,6,6-trimethyl-1-[1,3-dioxo-but-1-yl]-cyclohex-1-ene). The product is CC=1C(C(CCC1)(C)C)C(CC(C)O)=O (2,6,6-trimethyl-1-[3-hydroxy-butan-1-oyl] -cyclohex-2-ene), CC1=C(C(CCC1)(C)C)C(CC(C)O)=O (2,6,6-trimethyl-1-[3-hydroxy-butan-1-oyl]-cyclohex-1-ene). Reaction SMILES: [CH3:1][C:2]1[CH:3]([C:10](=[O:15])[CH2:11][C:12](=[O:14])[CH3:13])[C:4]([CH3:9])([CH3:8])[CH2:5][CH2:6][CH:7]=1.[CH3:16][C:17]1[CH2:22][CH2:21][CH2:20][C:19]([CH3:24])([CH3:23])[C:18]=1[C:25](=[O:30])[CH2:26][C:27](=[O:29])[CH3:28]>>[CH3:1][C:2]1[CH:3]([C:10](=[O:15])[CH2:11][CH:12]([OH:14])[CH3:13])[C:4]([CH3:8])([CH3:9])[CH2:5][CH2:6][CH:7]=1.[CH3:16][C:17]1[CH2:22][CH2:21][CH2:20][C:19]([CH3:23])([CH3:24])[C:18]=1[C:25](=[O:30])[CH2:26][CH:27]([OH:29])[CH3:28]. Procedure: By replacing in the above Example 2,6,6-trimethyl-1-[1,3-dioxo-but-1-yl]-cyclohex-2-ene by 2,6,6-trimethyl-1-[1,3-dioxo-but-1-yl]-cyclohex-1-ene the corresponding test samples have an analogous organoleptic note. Similar, but less pronounced effects, were obtained by the use of 2,6,6-trimethyl-1-[3-hydroxy-butan-1-oyl] -cyclohex-2-ene or 2,6,6-trimethyl-1-[3-hydroxy-butan-1-oyl]-cyclohex-1-ene. Reactants: NC=1C=CC2=C(NC(C(O2)CCCN2CCN(CC2)C2=CC=C(C=C2)F)=O)C1 (6-amino-2-{3-[4-(4-fluorophenyl)-1-piperazinyl]propyl}-2H-1,4-benzoxazin-3(4H)-one), C(C)(=O)OC(C)=O (acetic anhydride), ice water. Run in N1=CC=CC=C1 (pyridine). Yields the product C(C)(=O)NC=1C=CC2=C(NC(C(O2)CCCN2CCN(CC2)C2=CC=C(C=C2)F)=O)C1 (6-acetamido-2-{3-[4-(4-fluorophenyl)-1-piperazinyl]propyl}-2H-1,4-benzoxazin-3(4H)-one). Yield: 71.5%. RXN SMILES: [NH2:1][C:2]1[CH:3]=[CH:4][C:5]2[O:10][CH:9]([CH2:11][CH2:12][CH2:13][N:14]3[CH2:19][CH2:18][N:17]([C:20]4[CH:25]=[CH:24][C:23]([F:26])=[CH:22][CH:21]=4)[CH2:16][CH2:15]3)[C:8](=[O:27])[NH:7][C:6]=2[CH:28]=1.[C:29](OC(=O)C)(=[O:31])[CH3:30]>N1C=CC=CC=1>[C:29]([NH:1][C:2]1[CH:3]=[CH:4][C:5]2[O:10][CH:9]([CH2:11][CH2:12][CH2:13][N:14]3[CH2:19][CH2:18][N:17]([C:20]4[CH:25]=[CH:24][C:23]([F:26])=[CH:22][CH:21]=4)[CH2:16][CH2:15]3)[C:8](=[O:27])[NH:7][C:6]=2[CH:28]=1)(=[O:31])[CH3:30]. Procedure details: To a solution of 6-amino-2-{3-[4-(4-fluorophenyl)-1-piperazinyl]propyl}-2H-1,4-benzoxazin-3(4H)-one (500 mg) in pyridine (5 ml) was added acetic anhydride (0.18 ml) while stirring. The mixture was stirred at room temperature for further 4 hours, which was then poured into ice-water. Precipitated crystals were collected by filtration, followed by recrystallization from dichloromethane-ethyl acetate to give 397 mg (71.5%) of 6-acetamido-2-{3-[4-(4-fluorophenyl)-1-piperazinyl]propyl}-2H-1,4-benzoxa... Starting materials: CC[SiH](CC)CC, COc1ccc(C=O)cn1, CC#N, Nc1ncc(C=O)cn1, O=C(O)C(F)(F)F. Yields the product COc1ccc(CNc2ncc(C=O)cn2)cn1. RXN SMILES: [CH2:27]([SiH:28]([CH2:29][CH3:30])[CH2:31][CH3:32])[CH3:33].[CH3:10][O:11][c:12]1[cH:13][cH:14][c:15]([CH:18]=[O:19])[cH:16][n:17]1.[CH3:34][C:35]#[N:36].[NH2:1][c:2]1[n:3][cH:4][c:5]([CH:8]=[O:9])[cH:6][n:7]1.[OH:20][C:21]([C:22]([F:23])([F:24])[F:25])=[O:26]>>[NH:1]([c:2]1[n:3][cH:4][c:5]([CH:8]=[O:9])[cH:6][n:7]1)[CH2:18][c:15]1[cH:14][cH:13][c:12]([O:11][CH3:10])[n:17][cH:16]1. The reactants are O=C(O)c1ccc(Br)cc1Cl, CC(C)(C)c1cccc(NC(=O)c2ccc(C3CCNCC3)cc2)c1, CC(C)(C)c1cccc(NC(=O)c2ccc(N3CCN(c4ccc(C(=O)O)cc4)CC3)c(F)c2)c1. The product is CC(C)(C)c1cccc(NC(=O)c2ccc(C3CCN(c4ccc(C(=O)O)c(Cl)c4)CC3)cc2)c1. As a reaction SMILES: [Br:26][c:27]1[cH:28][c:29]([Cl:36])[c:30]([C:31](=[O:32])[OH:33])[cH:34][cH:35]1.[C:1]([CH3:2])([CH3:3])([CH3:4])[c:5]1[cH:6][c:7]([NH:11][C:12]([c:13]2[cH:14][cH:15][c:16]([CH:19]3[CH2:20][CH2:21][NH:22][CH2:23][CH2:24]3)[cH:17][cH:18]2)=[O:25])[cH:8][cH:9][cH:10]1.[C:37]([c:38]1[cH:39][c:40]([NH:41][C:42]([c:43]2[cH:44][cH:45][c:46]([N:47]3[CH2:48][CH2:49][N:50]([c:51]4[cH:52][cH:53][c:54]([C:55]([OH:56])=[O:57])[cH:58][cH:59]4)[CH2:60][CH2:61]3)[c:62]([F:63])[cH:64]2)=[O:65])[cH:66][cH:67][cH:68]1)([CH3:69])([CH3:70])[CH3:71]>>[C:1]([CH3:2])([CH3:3])([CH3:4])[c:5]1[cH:6][c:7]([NH:11][C:12]([c:13]2[cH:14][cH:15][c:16]([CH:19]3[CH2:20][CH2:21][N:22]([c:27]4[cH:28][c:29]([Cl:36])[c:30]([C:31](=[O:32])[OH:33])[cH:34][cH:35]4)[CH2:23][CH2:24]3)[cH:17][cH:18]2)=[O:25])[cH:8][cH:9][cH:10]1. The reactants are c1ccc(Cc2ccccc2)cc1, CCCCN=C=O, CC(C)OC(C)C, FC(F)(F)c1cccc(OC2CNC2)c1. As a reaction SMILES: [CH2:16]([c:17]1[cH:18][cH:19][cH:20][cH:21][cH:22]1)[c:23]1[cH:24][cH:25][cH:26][cH:27][cH:28]1.[CH3:29][CH2:30][CH2:31][CH2:32][N:33]=[C:34]=[O:35].[CH:36]([O:37][CH:38]([CH3:39])[CH3:40])([CH3:41])[CH3:42].[F:1][C:2]([c:3]1[cH:4][c:5]([O:6][CH:7]2[CH2:8][NH:9][CH2:10]2)[cH:11][cH:12][cH:13]1)([F:14])[F:15]>>[F:1][C:2]([c:3]1[cH:4][c:5]([O:6][CH:7]2[CH2:8][N:9]([C:34]([NH:33][CH2:32][CH2:31][CH2:30][CH3:29])=[O:35])[CH2:10]2)[cH:11][cH:12][cH:13]1)([F:14])[F:15]. The product is CCCCNC(=O)N1CC(Oc2cccc(C(F)(F)F)c2)C1.